Dataset: the Open Reaction Database (ORD), a public repository of structured organic reaction records. Task: describe an organic reaction: reactants, conditions, products, and yield Starting materials: Cc1ccsc1C(=O)O, [Cl-], Nc1nc2ccccc2s1, c1ccncc1. The product is Cc1ccsc1C(=O)Nc1nc2ccccc2s1. Reaction SMILES: [CH3:12][c:13]1[c:14]([C:18](=[O:19])[OH:20])[s:15][cH:16][cH:17]1.[Cl-:11].[NH2:1][c:2]1[s:3][c:4]2[c:5]([n:6]1)[cH:7][cH:8][cH:9][cH:10]2.[cH:21]1[cH:22][cH:23][n:24][cH:25][cH:26]1>>[NH:1]([c:2]1[s:3][c:4]2[c:5]([n:6]1)[cH:7][cH:8][cH:9][cH:10]2)[C:18]([c:14]1[c:13]([CH3:12])[cH:17][cH:16][s:15]1)=[O:19]. The reactants are ClCCl, O=C(OO)c1cccc(Cl)c1, O=C1c2ccccc2S(=O)(=O)N1CS(=O)c1ncccn1. Yields the product O=C1c2ccccc2S(=O)(=O)N1CS(=O)(=O)c1ncccn1. As a reaction SMILES: [CH2:33]([Cl:34])[Cl:35].[Cl:1][c:2]1[cH:3][cH:4][cH:5][c:6]([C:7]([O:8][OH:10])=[O:9])[cH:11]1.[n:12]1[c:13]([S:18](=[O:19])[CH2:20][N:21]2[S:22](=[O:23])(=[O:24])[c:25]3[cH:26][cH:27][cH:28][cH:29][c:30]3[C:31]2=[O:32])[n:14][cH:15][cH:16][cH:17]1>>[O:9]=[S:18]([c:13]1[n:12][cH:17][cH:16][cH:15][n:14]1)(=[O:19])[CH2:20][N:21]1[S:22](=[O:23])(=[O:24])[c:25]2[cH:26][cH:27][cH:28][cH:29][c:30]2[C:31]1=[O:32]. Reactants: CC(C)([O-])C.[K+] (potassium ter-butoxide), [N+](=O)([O-])C=1C=C(C(=NC1)N)C#CC1=CC=CC=C1 (5-nitro-3-(phenylethynyl)pyridin-2-amine), O (H2O), ICC (iodoethane). The solvent is CN(C)C=O (DMF), CCOC(=O)C (EtOAc), CN(C)C=O (DMF). Run at time 1.5 day. Yields the product C(C)N1C(=CC=2C1=NC=C(C2)[N+](=O)[O-])C2=CC=C(C=C2)C (1-ethyl-2-(4-methylphenyl)-5-nitro-1H-pyrrolo[2,3-b]pyridine). As a reaction SMILES: [CH3:1][C:2](C)([O-])C.[K+].[N+:7]([C:10]1[CH:11]=[C:12]([C:17]#[C:18][C:19]2[CH:24]=[CH:23][CH:22]=[CH:21][CH:20]=2)[C:13]([NH2:16])=[N:14][CH:15]=1)([O-:9])=[O:8].I[CH2:26]C.O>CN(C=O)C.CCOC(C)=O>[CH2:1]([N:16]1[C:13]2=[N:14][CH:15]=[C:10]([N+:7]([O-:9])=[O:8])[CH:11]=[C:12]2[CH:17]=[C:18]1[C:19]1[CH:24]=[CH:23][C:22]([CH3:26])=[CH:21][CH:20]=1)[CH3:2] |f:0.1|. Procedure details: To a suspension of potassium ter-butoxide (0.41 g, 3.7 mmol) in anhydrous DMF (5 ml) a solution of 5-nitro-3-(phenylethynyl)pyridin-2-amine (0.70 g, 2.8 mmol), in DMF (25 ml) was added dropwise while stirring at room temperature. After 1.5 days, iodoethane (0.38 ml, 4.7 mmol) was added and the whole stirred for additional 1.5 days. To the reaction H2O (50 ml) and EtOAc (100 ml) were then added. The mixture was poured into a separatory funnel, the organic layer separated, the aqueous one thorough...